The task is: describe an organic reaction: reactants, conditions, products, and yield. This data is from the Open Reaction Database (ORD), a public repository of structured organic reaction records. Reactants: C(C)N (ethylamine), C(#N)NC(SC)=NCCSCC=1N=NC=CC1 (N-cyano-N'-[2-(3-pyridazinylmethylthio)ethyl]-S-methylisothiourea). The product is C(#N)NC(=NCCSCC=1N=NC=CC1)NCC (N-cyano-N'-ethyl-N"-[2-(3-pyridazinylmethylthio)ethyl]guanidine). RXN SMILES: [CH2:1]([NH2:3])[CH3:2].[C:4]([NH:6][C:7](=[N:10][CH2:11][CH2:12][S:13][CH2:14][C:15]1[N:16]=[N:17][CH:18]=[CH:19][CH:20]=1)SC)#[N:5]>>[C:4]([NH:6][C:7]([NH:3][CH2:1][CH3:2])=[N:10][CH2:11][CH2:12][S:13][CH2:14][C:15]1[N:16]=[N:17][CH:18]=[CH:19][CH:20]=1)#[N:5]. Procedure details: Anhydrous ethylamine is reacted with N-cyano-N'-[2-(3-pyridazinylmethylthio)ethyl]-S-methylisothiourea by the procedure of Example 4 to give N-cyano-N'-ethyl-N"-[2-(3-pyridazinylmethylthio)ethyl]guanidine.